Dataset: the Open Reaction Database (ORD), a public repository of structured organic reaction records. Task: describe an organic reaction: reactants, conditions, products, and yield Reactants: CCN(C(C)C)C(C)C (DIEA), ON1C(CCC1=O)=O (N-hydroxysuccinimide), C(CCl)Cl (EDC), C(C)(C)(C)OC(CCOCCOCCOCCNC(CCCC(NC1=CC=C(C=C1)CCC(CC(C)=O)=O)=O)=O)=O (3-{2-[2-(2-{4-[4-(3,5-Dioxo-hexyl)-phenylcarbamoyl]-butyrylamino}-ethoxy)-ethoxy]-ethoxy}-propionic acid tert-butyl ester). Solvent: C(=O)(C(F)(F)F)O.C(Cl)Cl (TFA CH2Cl2), C(Cl)Cl (CH2Cl2). Run at time 8 hour. Yields the product O=C1N(C(CC1)=O)OC(CCOCCOCCOCCNC(CCCC(NC1=CC=C(C=C1)CCC(CC(C)=O)=O)=O)=O)=O (3-{2-[2-(2-{4-[4-(3,5-Dioxo-hexyl)-phenylcarbamoyl]-butyrylamino}-ethoxy)-ethoxy]-ethoxy}-propionic acid 2,5-dioxo-pyrrolidin-1-yl ester). Reaction SMILES: C([O:5][C:6](=[O:41])[CH2:7][CH2:8][O:9][CH2:10][CH2:11][O:12][CH2:13][CH2:14][O:15][CH2:16][CH2:17][NH:18][C:19](=[O:40])[CH2:20][CH2:21][CH2:22][C:23](=[O:39])[NH:24][C:25]1[CH:30]=[CH:29][C:28]([CH2:31][CH2:32][C:33](=[O:38])[CH2:34][C:35](=[O:37])[CH3:36])=[CH:27][CH:26]=1)(C)(C)C.CCN(C(C)C)C(C)C.O[N:52]1[C:56](=[O:57])[CH2:55][CH2:54][C:53]1=[O:58].C(Cl)CCl>C(O)(C(F)(F)F)=O.C(Cl)Cl.C(Cl)Cl>[O:58]=[C:53]1[CH2:54][CH2:55][C:56](=[O:57])[N:52]1[O:5][C:6](=[O:41])[CH2:7][CH2:8][O:9][CH2:10][CH2:11][O:12][CH2:13][CH2:14][O:15][CH2:16][CH2:17][NH:18][C:19](=[O:40])[CH2:20][CH2:21][CH2:22][C:23](=[O:39])[NH:24][C:25]1[CH:26]=[CH:27][C:28]([CH2:31][CH2:32][C:33](=[O:38])[CH2:34][C:35](=[O:37])[CH3:36])=[CH:29][CH:30]=1 |f:4.5|. Reported procedure: 3-{2-[2-(2-{4-[4-(3,5-Dioxo-hexyl)-phenylcarbamoyl]-butyrylamino}-ethoxy)-ethoxy]-ethoxy}-propionic acid tert-butyl ester (400 mg, 0.692 mmol) was dissolved in TFA/CH2Cl2 (1:1, 3 mL) and the mixture stirred overnight. The solvent was removed to give an oil as the acid intermediate. This oil was dissolved in CH2Cl2 (4 mL) containing DIEA (569 L, 3.09 mmol), N-hydroxysuccinimide (119 mg, 1.03 mmol) and EDC (197 mg, 1.0 mmol) and the mixture stirred over the night. The solvent was removed and the r... Reactants: C(C)(C)(C)C1=CC(=CC=2CCCOC21)C(C=C(C)C)=O (1-(8-tert-butyl-2,3-dihydrobenzopyran-6-yl)-3-methyl-2-buten-1-one), Cl (hydrogen chloride). Run in CCOCC (Et2O). Run at time 1 hour. Product: C(C)(C)(C)C1=CC(=CC=2CCCOC21)C(CC(C)(C)Cl)=O (1-(8-tert-Butyl-2,3-dihydrobenzopyran-6-yl)-3-chloro-3-methyl- 1-butanone). Isolated yield 61.0%. Reaction SMILES: [C:1]([C:5]1[C:14]2[O:13][CH2:12][CH2:11][CH2:10][C:9]=2[CH:8]=[C:7]([C:15](=[O:20])[CH:16]=[C:17]([CH3:19])[CH3:18])[CH:6]=1)([CH3:4])([CH3:3])[CH3:2].[ClH:21]>CCOCC>[C:1]([C:5]1[C:14]2[O:13][CH2:12][CH2:11][CH2:10][C:9]=2[CH:8]=[C:7]([C:15](=[O:20])[CH2:16][C:17]([Cl:21])([CH3:19])[CH3:18])[CH:6]=1)([CH3:4])([CH3:3])[CH3:2]. Procedure details: To a solution of 1-(8-tert-butyl-2,3-dihydrobenzopyran-6-yl)-3-methyl-2-buten-1-one (0.62 g, 2.26 mmol) in Et2O (10 mL) is bubbled hydrogen chloride gas for about 15 min. The resulting solution is stirred at room temperature for 1 h, and concentrated. The resulting off-white oil is purified by flash column chromatography on silica (hexanes, hexanes/EtOAc; 10/1) to give the title compound (0.425 g. 61 %) as a pale yellow oil. Reactants: CCOC(=O)C(=O)OCC, CCO, CCOCC, Cc1ccccc1, COCCOc1cc(C)c([N+](=O)[O-])cn1, [K]. Product: CCOC(=O)C(=O)Cc1cc(OCCOC)ncc1[N+](=O)[O-], [K]. Reaction SMILES: [C:20]([C:21](=[O:22])[O:23][CH2:24][CH3:25])(=[O:26])[O:27][CH2:28][CH3:29].[CH3:2][CH2:3][OH:4].[CH3:30][CH2:31][O:32][CH2:33][CH3:34].[CH3:35][c:36]1[cH:37][cH:38][cH:39][cH:40][cH:41]1.[CH3:5][O:6][CH2:7][CH2:8][O:9][c:10]1[n:11][cH:12][c:13]([N+:17](=[O:18])[O-:19])[c:14]([CH3:16])[cH:15]1.[K:1]>>[CH3:5][O:6][CH2:7][CH2:8][O:9][c:10]1[n:11][cH:12][c:13]([N+:17](=[O:18])[O-:19])[c:14]([CH2:16][C:20]([C:21](=[O:22])[O:23][CH2:24][CH3:25])=[O:26])[cH:15]1.[K:1]. Conditions: time 6 hour. Procedure details: To a solution of 4-[3-(1H-benzoimidazol-2-yl)-phenyl]-piperazine-1-carboxylic acid tert-butyl ester (1.80 g, 4.76 mmol) in MeOH (2 mL), 2M HCl in Et2O (8 mL) was added and the resulting mixture was stirred for 6 h at room temperature. The solvent is CO (MeOH), CCOCC (Et2O). Starting materials: C(C)(C)(C)OC(=O)N1CCN(CC1)C1=CC(=CC=C1)C1=NC2=C(N1)C=CC=C2 (4-[3-(1H-benzoimidazol-2-yl)-phenyl]-piperazine-1-carboxylic acid tert-butyl ester), Cl (HCl). Reaction SMILES: C(OC([N:8]1[CH2:13][CH2:12][N:11]([C:14]2[CH:19]=[CH:18][CH:17]=[C:16]([C:20]3[NH:24][C:23]4[CH:25]=[CH:26][CH:27]=[CH:28][C:22]=4[N:21]=3)[CH:15]=2)[CH2:10][CH2:9]1)=O)(C)(C)C.[ClH:29]>CO.CCOCC>[ClH:29].[ClH:29].[N:11]1([C:14]2[CH:15]=[C:16]([C:20]3[NH:21][C:22]4[CH:28]=[CH:27][CH:26]=[CH:25][C:23]=4[N:24]=3)[CH:17]=[CH:18][CH:19]=2)[CH2:12][CH2:13][NH:8][CH2:9][CH2:10]1 |f:4.5.6|. The product is Cl.Cl.N1(CCNCC1)C=1C=C(C=CC1)C1=NC2=C(N1)C=CC=C2 (2-(3-piperazin-1-yl-phenyl)-1H-benzoimidazole dihydrochloride). Reactants: COCC[C@H]1CN(CCN1)C1=NC2=C(NC=3SC(=NC13)C(F)(F)F)C=CC=C2 ((5)-10-[3-(2-methoxy-ethyl)-piperazin-1-yl]-2-trifluoromethyl-4H-3-thia-1,4,9-triaza-benzo[f]azulene), C(C)=O (acetaldehyde). The product is C(C)N1[C@H](CN(CC1)C1=NC2=C(NC=3SC(=NC13)C(F)(F)F)C=CC=C2)CCOC ((S)-10-[4-Ethyl-3-(2-methoxy-ethyl)-piperazin-1-yl]-2-trifluoromethyl-4H-3-thia-1,4,9-triaza-benzo[f]azulene). As a reaction SMILES: [CH3:1][O:2][CH2:3][CH2:4][C@@H:5]1[NH:10][CH2:9][CH2:8][N:7]([C:11]2[C:20]3[N:19]=[C:18]([C:21]([F:24])([F:23])[F:22])[S:17][C:16]=3[NH:15][C:14]3[CH:25]=[CH:26][CH:27]=[CH:28][C:13]=3[N:12]=2)[CH2:6]1.[CH:29](=O)[CH3:30]>>[CH2:29]([N:10]1[CH2:9][CH2:8][N:7]([C:11]2[C:20]3[N:19]=[C:18]([C:21]([F:23])([F:24])[F:22])[S:17][C:16]=3[NH:15][C:14]3[CH:25]=[CH:26][CH:27]=[CH:28][C:13]=3[N:12]=2)[CH2:6][C@@H:5]1[CH2:4][CH2:3][O:2][CH3:1])[CH3:30]. Procedure: Using the method of Example 346 using (5)-10-[3-(2-methoxy-ethyl)-piperazin-1-yl]-2-trifluoromethyl-4H-3-thia-1,4,9-triaza-benzo[f]azulene and acetaldehyde at ambient temperature, and purification by flash chromatography, eluting with a gradient of a 5% solution of 2M ammonia in methanol, in dichloromethane, (0-50% over 25 minutes, 50% for 10 minutes, 50-100% over 23 minutes, 100% for 5 minutes) gives the title compound: mass spectrum (APCI, m/e): 440 (M+1); NMR (1H, 300 MHz, DMSO-d6), δ (ppm): ... Starting materials: C(#N)[BH3-].[Na+] (Sodium cyanoborohydride), C(C)(C)(C)OC(NC1(CCOCC1)C=O)=O ((4-formyl-tetrahydro-pyran-4-yl)-carbamic acid tert-butyl ester), BrC1=CC=C(N)C=C1 (4-bromoaniline), C(C)(=O)O (acetic acid). Solvent: C(C)(=O)OCC (ethyl acetate). Product: C(C)(C)(C)OC(NC1(CCOCC1)CNC1=CC=C(C=C1)Br)=O ({4-[(4-Bromo-phenylamino)-methyl]-tetrahydro-pyran-4-yl}-carbamic acid tert-butyl ester), white solid. RXN SMILES: [C:1]([O:5][C:6](=[O:16])[NH:7][C:8]1([CH:14]=O)[CH2:13][CH2:12][O:11][CH2:10][CH2:9]1)([CH3:4])([CH3:3])[CH3:2].[Br:17][C:18]1[CH:24]=[CH:23][C:21]([NH2:22])=[CH:20][CH:19]=1.C(O)(=O)C.C([BH3-])#N.[Na+]>C(OCC)(=O)C>[C:1]([O:5][C:6](=[O:16])[NH:7][C:8]1([CH2:14][NH:22][C:21]2[CH:23]=[CH:24][C:18]([Br:17])=[CH:19][CH:20]=2)[CH2:13][CH2:12][O:11][CH2:10][CH2:9]1)([CH3:4])([CH3:3])[CH3:2] |f:3.4|. Reported procedure: A solution of (4-formyl-tetrahydro-pyran-4-yl)-carbamic acid tert-butyl ester (4.48 g, 19.5 mmol), 4-bromoaniline (3.38 g, 19.7 mmol), and acetic acid (1.2 mL, 21.2 mmol) in ethyl acetate (50 mL) contained in a 250 mL round bottom flask fitted with a reflux condenser and a Dean and Stark trap was heated at reflux under N2 blanket for 2 h then cooled to ambient temperature. Sodium cyanoborohydride (1.29 g, 19.5 mmol) was added and the mixture stirred over night. The reaction mixture was then wash...